Dataset: the Open Reaction Database (ORD), a public repository of structured organic reaction records. Task: describe an organic reaction: reactants, conditions, products, and yield Starting materials: C(C)(C)(C)OC(=O)NCC=1C=CC(=C(C(=O)O)C1)O (5-(tert-Butoxycarbonylamino-methyl)-2-hydroxy-benzoic acid), CN1CCOCC1 (4-methyl morpholine), ON1N=NC2=C1C=CC=C2 (1-hydroxybenzo-triazole), Cl.CN(CCCN=C=NCC)C (1-(3-dimethylaminopropyl)-3-ethylcarbodiimide hydrochloride), [OH-].[NH4+] (ammonium hydroxide), N (NH3). The solvent is C(C)(=O)OCC (ethyl acetate), O1CCCC1 (tetrahydrofuran), C (CH4). Run at temperature 0 celsius, time 1 hour. Yields the product C(C)(C)(C)OC(NCC1=CC(=C(C=C1)O)C(N)=O)=O ((3-Carbamoyl-4-hydroxy-benzyl)-carbamic acid tert-butyl ester). As a reaction SMILES: [C:1]([O:5][C:6]([NH:8][CH2:9][C:10]1[CH:11]=[CH:12][C:13]([OH:19])=[C:14]([CH:18]=1)[C:15](O)=[O:16])=[O:7])([CH3:4])([CH3:3])[CH3:2].C[N:21]1CCOCC1.ON1C2C=CC=CC=2N=N1.Cl.CN(C)CCCN=C=NCC.[OH-].[NH4+].N>O1CCCC1.C(OCC)(=O)C.C>[C:1]([O:5][C:6](=[O:7])[NH:8][CH2:9][C:10]1[CH:11]=[CH:12][C:13]([OH:19])=[C:14]([C:15](=[O:16])[NH2:21])[CH:18]=1)([CH3:4])([CH3:3])[CH3:2] |f:3.4,5.6|. Procedure: To a solution of 5-(tert-Butoxycarbonylamino-methyl)-2-hydroxy-benzoic acid (20.0 g, 74.9 mmol) in 700 mL tetrahydrofuran at 0° C. was added 4-methyl morpholine (12.3 mL, 112.3 mmol), 1-hydroxybenzo-triazole (15.2 g, 112.3 mmol), followed by 1-(3-dimethylaminopropyl)-3-ethylcarbodiimide hydrochloride (21.5 g, 112.3 mmol). Stir for 1 hour at 0° C., then added concentrated ammonium hydroxide (15.2 mL, 112.3 mmol). The reaction was allowed to warm slowly to room temperature and stirred overnight. T... Starting materials: ClC1=CC(=NC2=CC=C(C=C12)C)N1CCSC2=C(C1)C=CC(=C2)OC (4-(4-Chloro-6-methylquinolin-2-yl)-8-methoxy-2,3,4,5-tetrahydro-1,4-benzothiazepine), NCC1(COC1)N (3-aminomethyl-oxetan-3-ylamine). Product: NC1(COC1)CNC1=CC(=NC2=CC=C(C=C12)C)N1CCSC2=C(C1)C=CC=C2 (N-[(3-Aminooxetan-3-yl)methyl]-2-(2,3-dihydro-1,4-benzothiazepin-4(5 H)-yl)-6-methylquinolin-4-amine). Reaction SMILES: Cl[C:2]1[C:11]2[C:6](=[CH:7][CH:8]=[C:9]([CH3:12])[CH:10]=2)[N:5]=[C:4]([N:13]2[CH2:19][C:18]3[CH:20]=[CH:21][C:22](OC)=[CH:23][C:17]=3[S:16][CH2:15][CH2:14]2)[CH:3]=1.[NH2:26][CH2:27][C:28]1([NH2:32])[CH2:31][O:30][CH2:29]1>>[NH2:32][C:28]1([CH2:27][NH:26][C:2]2[C:11]3[C:6](=[CH:7][CH:8]=[C:9]([CH3:12])[CH:10]=3)[N:5]=[C:4]([N:13]3[CH2:19][C:18]4[CH:20]=[CH:21][CH:22]=[CH:23][C:17]=4[S:16][CH2:15][CH2:14]3)[CH:3]=2)[CH2:31][O:30][CH2:29]1. Procedure details: The title compound was prepared in analogy to Example 4-1 in Scheme 5 by using 4-(4-chloro-6-methylquinolin-2-yl)-2,3,4,5-tetrahydro-1,4-benzothiazepine (prepared in analogy to 4-(4-chloro-6-methylquinolin-2-yl)-8-methoxy-2,3,4,5-tetrahydro-1,4-benzothiazepine in Example 1-1) and 3-aminomethyl-oxetan-3-ylamine. MS obsd. (ESI+) [(M+H)+] 407, 1H NMR (400 MHz, CD3OD) δ ppm 7.97 (s, 1 H), 7.74-7.67 (t, 2 H), 7.61 (d, J=8.4 Hz, 1 H), 7.55 (d, J=7.6 Hz, 1 H), 7.32 (t, 1 H), 7.26 (t, 1 H), 6.27 (s, 1 H... Starting materials: I.CC(CN1C(=NCC1)SC)O (α-methyl-2-(methylthio)-2-imidazoline-1-ethanol, hydroiodide), O.NN (hydrazine hydrate). Solvent: CC(C)O (2-propanol). Run at temperature -10 celsius. Yields the product I.N(N)C=1N(CCN1)CC(O)C (2-Hydrazino-α-methyl-2-imidazoline-1-ethanol, hydroiodide). As a reaction SMILES: [IH:1].[CH3:2][CH:3]([OH:12])[CH2:4][N:5]1[CH2:9][CH2:8][N:7]=[C:6]1SC.O.[NH2:14][NH2:15]>CC(O)C>[IH:1].[NH:14]([C:6]1[N:5]([CH2:4][CH:3]([CH3:2])[OH:12])[CH2:9][CH2:8][N:7]=1)[NH2:15] |f:0.1,2.3,5.6|. Procedure details: A solution of 30.2 g of α-methyl-2-(methylthio)-2-imidazoline-1-ethanol, hydroiodide, 5.2 ml of hydrazine hydrate and 200 ml of 2-propanol was refluxed for 4 hours, clarified and cooled at -10° C. The solid was collected, washed with 100 ml of cold 2-propanol, then 200 ml of ether and dried at 60° C. in vacuo, giving 26.0 g of the desired intermediate, mp 140°-142° C. Starting materials: CCOC(C)=O, Cl[Cu], Cl, O=N[O-], Nc1ccc([N+](=O)[O-])cc1O, [Na+], O. The product is O=[N+]([O-])c1ccc(Cl)c(O)c1. RXN SMILES: [CH3:16][CH2:17][O:18][C:19](=[O:20])[CH3:21].[Cl:24][Cu:25].[ClH:22].[N:1]([O-:2])=[O:3].[NH2:5][c:6]1[c:7]([OH:15])[cH:8][c:9]([N+:12](=[O:13])[O-:14])[cH:10][cH:11]1.[Na+:4].[OH2:23]>>[c:6]1([Cl:22])[c:7]([OH:15])[cH:8][c:9]([N+:12](=[O:13])[O-:14])[cH:10][cH:11]1. The reactants are ClC1=NC=C(C(=N1)Cl)[N+](=O)[O-] (2.4-dichloro-5-nitro-pyrimidine). The reagents and catalysts are [Fe] (iron). Run in C(C)(=O)O (acetic acid). Product: ClC1=NC=C(C(=N1)Cl)N (2,4-dichloropyrimidin-5-amine). The yield is 80.0%. Reaction SMILES: [Cl:1][C:2]1[N:7]=[C:6]([Cl:8])[C:5]([N+:9]([O-])=O)=[CH:4][N:3]=1>C(O)(=O)C.[Fe]>[Cl:1][C:2]1[N:7]=[C:6]([Cl:8])[C:5]([NH2:9])=[CH:4][N:3]=1. Reported procedure: A heterogeneous solution of 2.4-dichloro-5-nitro-pyrimidine (1.0 eq.) and iron (6.0 eq) in acetic acid, at a concentration of 0.4 M, was stirred vigorously for 14 hours. The mixture was then passed through a celite pad, eluting with MeOH. Upon removal of the volatiles in vacuo, the residue was dissolved in EtOAc, washed with Na2CO3(sat.), NaCl(sat.), was dried over MgSO4, was filtered and the volatiles were removed in vacuo yielding 2,4-dichloropyrimidin-5-amine (80%). LCMS (m/z): 157.0 (MH+); L... Reactants: ClC(=O)OC(C)Cl (1-Chloroethyl chloroformate), FC1=CC=C(C(=O)NC=2C=C(C(=O)C3CCN(CC3)C)C=CC2)C=C1 (4-[3-(4-fluorobenzamidyl)benzoyl]-1-methylpiperidine), ClC(=O)OC(C)Cl (1-chloroethyl chloroformate). The solvent is ClCCCl (1,2-dichloroethane). Product: Cl.FC1=CC=C(C(=O)NC=2C=C(C(=O)C3CCN(CC3)C)C=CC2)C=C1 (4-[3-(4-fluorobenzamidyl)benzoyl]-1-methylpiperidine hydrochloride). Isolated yield 103.5%. Reaction SMILES: [Cl:1]C(OC(Cl)C)=O.[F:8][C:9]1[CH:32]=[CH:31][C:12]([C:13]([NH:15][C:16]2[CH:17]=[C:18]([CH:28]=[CH:29][CH:30]=2)[C:19]([CH:21]2[CH2:26][CH2:25][N:24]([CH3:27])[CH2:23][CH2:22]2)=[O:20])=[O:14])=[CH:11][CH:10]=1>ClCCCl>[ClH:1].[F:8][C:9]1[CH:10]=[CH:11][C:12]([C:13]([NH:15][C:16]2[CH:17]=[C:18]([CH:28]=[CH:29][CH:30]=2)[C:19]([CH:21]2[CH2:26][CH2:25][N:24]([CH3:27])[CH2:23][CH2:22]2)=[O:20])=[O:14])=[CH:31][CH:32]=1 |f:3.4|. Reported procedure: 1-Chloroethyl chloroformate (435 μl, 4.0 mmol) was added dropwise to a 0° C. solution of 4-[3-(4-fluorobenzamidyl)benzoyl]-1-methylpiperidine (686 mg, 2.0 mmol) in 1,2-dichloroethane (15 ml). The reaction mixture was warmed to room temperature then heated to reflux for 1.5 h. An additional quantity of 1-chloroethyl chloroformate (400 μl, 3.7 mmol) was added and the reaction mixture was refluxed for 50 min. The reaction mixture was concentrated in vacuo. The residue was dissolved in methanol (15 ...